This data is from the Open Reaction Database (ORD), a public repository of structured organic reaction records. The task is: describe an organic reaction: reactants, conditions, products, and yield Reactants: CS(=O)(=O)OCC(F)(F)F (2,2,2-trifluoroethyl methanesulfonate), FC1=C(C=C2C=CC=NC2=C1)CC1=CN=C2N1N=C(C=C2)C=2C=NN(C2)C2CCNCC2 (7-fluoro-6-[6-(1-piperidin-4-yl-1H-pyrazol-4-yl)-imidazo[1,2-b]pyridazin-3-ylmethyl]-quinoline), CS(=O)(=O)OCC(F)(F)F (2,2,2-trifluoroethyl methanesulfonate), C(=O)([O-])[O-].[Cs+].[Cs+] (Cs2CO3), CS(=O)(=O)OCC(F)(F)F (2,2,2-trifluoroethyl methanesulfonate). Run in C1CCOC1 (THF), CCOC(=O)C (EtOAc). Reaction conditions: temperature 70 celsius, time 2 hour. The product is FC1=C(C=C2C=CC=NC2=C1)CC1=CN=C2N1N=C(C=C2)C=2C=NN(C2)C2CCN(CC2)CC(F)(F)F (7-Fluoro-6-(6-{1-[1-(2,2,2-trifluoro-ethyl)-piperidin-4-yl]-1H-pyrazol-4-yl}-imidazo[1,2-b]pyridazin-3-ylmethyl)-quinoline). As a reaction SMILES: [F:1][C:2]1[CH:11]=[C:10]2[C:5]([CH:6]=[CH:7][CH:8]=[N:9]2)=[CH:4][C:3]=1[CH2:12][C:13]1[N:17]2[N:18]=[C:19]([C:22]3[CH:23]=[N:24][N:25]([CH:27]4[CH2:32][CH2:31][NH:30][CH2:29][CH2:28]4)[CH:26]=3)[CH:20]=[CH:21][C:16]2=[N:15][CH:14]=1.CS(O[CH2:38][C:39]([F:42])([F:41])[F:40])(=O)=O.C([O-])([O-])=O.[Cs+].[Cs+]>C1COCC1.CCOC(C)=O>[F:1][C:2]1[CH:11]=[C:10]2[C:5]([CH:6]=[CH:7][CH:8]=[N:9]2)=[CH:4][C:3]=1[CH2:12][C:13]1[N:17]2[N:18]=[C:19]([C:22]3[CH:23]=[N:24][N:25]([CH:27]4[CH2:32][CH2:31][N:30]([CH2:38][C:39]([F:42])([F:41])[F:40])[CH2:29][CH2:28]4)[CH:26]=3)[CH:20]=[CH:21][C:16]2=[N:15][CH:14]=1 |f:2.3.4|. Reported procedure: A mixture of 7-fluoro-6-[6-(1-piperidin-4-yl-1H-pyrazol-4-yl)-imidazo[1,2-b]pyridazin-3-ylmethyl]-quinoline (Example 180, 50 mg, 0.117 mmol), 2,2,2-trifluoroethyl methanesulfonate (55 μL, 0.468 mmol) and Cs2CO3 (76 mg, 0.234 mmol) in THF (1 mL) was stirred at 70° C. for 2 h. 2,2,2-trifluoroethyl methanesulfonate (69 μL, 0.585 mmol) was then added and the RM was stirred at reflux for 24 h. 2,2,2-trifluoroethyl methanesulfonate (69 μL, 0.585 mmol) was added again and the RM was stirred at reflux f... Reactants: ClC(C)Cl (dichloroethane), BrC=1C=C(C(=O)C=2C(=NC(=CC2)C)NCC)C=CC1 (3-(3-bromobenzoyl)-2-ethylamino-6-methylpyridine), C1(=CC=C(C=C1)S(=O)(=O)Cl)C (p-toluenesulfonyl chloride), C(C)OC(=O)N1CCC(CC1)CC(=O)O ((1-ethoxycarbonylpiperidin-4-yl)acetic acid), C[O-].[Na+] (sodium methoxide). Reagents/catalysts: CN(C1=CC=NC=C1)C (4-dimethylaminopyridine). Run in C(C)O (Ethanol). Run at temperature 80 celsius, time 12 hour. Yields the product BrC=1C=C(C=CC1)C1=C(C(N(C2=NC(=CC=C12)C)CC)=O)C1CCN(CC1)C(=O)OCC (4-(3-bromophenyl)-3-(1-ethoxycarbonylpiperidin-4-yl)-1-ethyl-7-methyl-1,8-naphthyridin-2(1H)-one). RXN SMILES: ClC(Cl)C.[Br:5][C:6]1[CH:7]=[C:8]([CH:21]=[CH:22][CH:23]=1)[C:9]([C:11]1[C:12]([NH:18][CH2:19][CH3:20])=[N:13][C:14]([CH3:17])=[CH:15][CH:16]=1)=O.C1(C)C=CC(S(Cl)(=O)=O)=CC=1.[CH2:35]([O:37][C:38]([N:40]1[CH2:45][CH2:44][CH:43]([CH2:46][C:47]([OH:49])=O)[CH2:42][CH2:41]1)=[O:39])[CH3:36].C[O-].[Na+]>CN(C)C1C=CN=CC=1.C(O)C>[Br:5][C:6]1[CH:7]=[C:8]([C:9]2[C:11]3[C:12](=[N:13][C:14]([CH3:17])=[CH:15][CH:16]=3)[N:18]([CH2:19][CH3:20])[C:47](=[O:49])[C:46]=2[CH:43]2[CH2:42][CH2:41][N:40]([C:38]([O:37][CH2:35][CH3:36])=[O:39])[CH2:45][CH2:44]2)[CH:21]=[CH:22][CH:23]=1 |f:4.5|. Procedure details: To a dichloroethane solution of 3-(3-bromobenzoyl)-2-ethylamino-6-methylpyridine were added p-toluenesulfonyl chloride, (1-ethoxycarbonylpiperidin-4-yl)acetic acid and 4-dimethylaminopyridine, followed by stirring at 80° C. for 12 hours. Ethanol and sodium methoxide were added to the product obtained by working up the reaction mixture, and the whole was heated under reflux for 1 hour. Thereafter, the reaction mixture was worked up and purified in a usual manner to obtain 4-(3-bromophenyl)-3-(1-e... Run in C(C)#N (acetonitrile). RXN SMILES: [ClH:1].[CH:2]1([C:5](=[O:33])[CH:6]([N:14]2[CH2:19][CH2:18][CH:17]([SH:20])/[C:16](=[CH:21]\[C:22]3[N:23]([CH2:27][C:28]([O:30]CC)=[O:29])[CH:24]=[CH:25][N:26]=3)/[CH2:15]2)[C:7]2[CH:12]=[CH:11][CH:10]=[CH:9][C:8]=2[F:13])[CH2:4][CH2:3]1.Cl>C(#N)C>[ClH:1].[C:28]([CH2:27][N:23]1[CH:24]=[CH:25][N:26]=[C:22]1/[CH:21]=[C:16]1/[CH2:15][N:14]([CH:6]([C:7]2[CH:12]=[CH:11][CH:10]=[CH:9][C:8]=2[F:13])[C:5]([CH:2]2[CH2:3][CH2:4]2)=[O:33])[CH2:19][CH2:18][CH:17]/1[SH:20])([OH:30])=[O:29] |f:0.1,4.5|. Product: Cl.C(=O)(O)CN1C(=NC=C1)\C=C/1\CN(CCC1S)C(C(=O)C1CC1)C1=C(C=CC=C1)F ((Z)-3-{[1-(Carboxymethyl)-1H-imidazol-2-yl]methylidene}-1-[2-cyclopropyl-1-(2-fluorophenyl)-2-oxoethyl]-4-sulfanylpiperidine hydrochloride). Yield: 75.4%. Reactants: Cl.C1(CC1)C(C(C1=C(C=CC=C1)F)N1C/C(/C(CC1)S)=C/C=1N(C=CN1)CC(=O)OCC)=O (Z-1-[2-cyclopropyl-1-(2-fluorophenyl)-2-oxoethyl]-3-{[1-(ethoxycarbonylmethyl)-1H-imidazol-2-yl]methylidene}-4-sulfanylpiperidine hydrochloride), Cl (hydrochloric acid). Procedure details: Following a procedure similar to that described in Example 134, (Z-1-[2-cyclopropyl-1-(2-fluorophenyl)-2-oxoethyl]-3-{[1-(ethoxycarbonylmethyl)-1H-imidazol-2-yl]methylidene}-4-sulfanylpiperidine hydrochloride (73.5 mg) was treated with 3N hydrochloric acid (3 ml) at 50° C. for 2 hours. The reaction solution was concentrated under reduced pressure and the residue was purified by preparative HPLC (YMC-Pack ODS-A; YMC, eluent: acetonitrile/0.024 N hydrochloric acid, 10/90, v/v) to afford the title ... Reactants: C(C)(C)(C)OC(NCC(=O)N1CCC2(CCCN(C2)CC\C=C\C2=CC(=C(C=C2)CC=2C(=NNC2C(C)C)O[C@H]2[C@H](OC(C)=O)[C@@H](OC(C)=O)[C@H](OC(C)=O)[C@H](O2)COC(C)=O)C)CC1)=O (tert-butyl[2-(2-{(3E)-4-[3-methyl-4-({5-(propan-2-yl)-3-[(2,3,4,6-tetra-O-acetyl-beta-D-glucopyranosyl)oxy]-1H-pyrazol-4-yl}methyl)phenyl]but-3-en-1-yl}-2,9-diazaspiro[5.5]undec-9-yl)-2-oxoethyl]carbamate), Cl (hydrogen chloride). The solvent is ClCCl (dichloromethane). Reaction conditions: time 4 hour. Yields the product Cl.Cl.C(C)(=O)O[C@H]1[C@H](OC2=NNC(=C2CC2=C(C=C(C=C2)\C=C\CCN2CC3(CCC2)CCN(CC3)C(CN)=O)C)C(C)C)O[C@@H]([C@H]([C@@H]1OC(C)=O)OC(C)=O)COC(C)=O (4-(4-{(1E)-4-[9-(aminoacetyl)-2,9-diazaspiro[5.5]undec-2-yl]but-1-en-1-yl]-2-methylbenzyl}-5-(propan-2-yl)-1H-pyrazol-3-yl 2,3,4,6-tetra-O-acetyl-beta-D-glucopyranoside dihydrochloride). The yield is 99.7%. Reaction SMILES: C(OC(=O)[NH:7][CH2:8][C:9]([N:11]1[CH2:65][CH2:64][C:14]2([CH2:19][N:18]([CH2:20][CH2:21]/[CH:22]=[CH:23]/[C:24]3[CH:29]=[CH:28][C:27]([CH2:30][C:31]4[C:32]([O:39][C@@H:40]5[O:57][C@H:56]([CH2:58][O:59][C:60](=[O:62])[CH3:61])[C@@H:51]([O:52][C:53](=[O:55])[CH3:54])[C@H:46]([O:47][C:48](=[O:50])[CH3:49])[C@H:41]5[O:42][C:43](=[O:45])[CH3:44])=[N:33][NH:34][C:35]=4[CH:36]([CH3:38])[CH3:37])=[C:26]([CH3:63])[CH:25]=3)[CH2:17][CH2:16][CH2:15]2)[CH2:13][CH2:12]1)=[O:10])(C)(C)C.[ClH:67]>ClCCl>[ClH:67].[ClH:67].[C:43]([O:42][C@@H:41]1[C@@H:46]([O:47][C:48](=[O:50])[CH3:49])[C@H:51]([O:52][C:53](=[O:55])[CH3:54])[C@@H:56]([CH2:58][O:59][C:60](=[O:62])[CH3:61])[O:57][C@H:40]1[O:39][C:32]1[C:31]([CH2:30][C:27]2[CH:28]=[CH:29][C:24](/[CH:23]=[CH:22]/[CH2:21][CH2:20][N:18]3[CH2:17][CH2:16][CH2:15][C:14]4([CH2:64][CH2:65][N:11]([C:9](=[O:10])[CH2:8][NH2:7])[CH2:12][CH2:13]4)[CH2:19]3)=[CH:25][C:26]=2[CH3:63])=[C:35]([CH:36]([CH3:37])[CH3:38])[NH:34][N:33]=1)(=[O:45])[CH3:44] |f:3.4.5|. Procedure: A mixture of tert-butyl[2-(2-{(3E)-4-[3-methyl-4-({5-(propan-2-yl)-3-[(2,3,4,6-tetra-O-acetyl-beta-D-glucopyranosyl)oxy]-1H-pyrazol-4-yl}methyl)phenyl]but-3-en-1-yl}-2,9-diazaspiro[5.5]undec-9-yl)-2-oxoethyl]carbamate (12.10 g, 13.09 mmoles), dichloromethane (121.00 mL), and hydrogen chloride (4M in 1,4-dioxane; 16.37 mL, 65.47 mmoles) is stirred at ambient temperature for 4 hours. The mixture is concentrated under reduced pressure to provide the title compound (11.70 g; 99.6% yield). Mass spect... Starting materials: ClC1=C(CN2C(C(C3=CC=CC=C23)=O)=O)C=CC=C1 (1-(2-chloro-benzyl)-1H-indole-2,3-dione), CC1=C(C(=CC=C1)C)O (2,6-dimethylphenol). The solvent is FC(S(=O)(=O)O)(F)F (trifluoromethanesulfonic acid). Product: ClC1=C(CN2C(C(C3=CC=CC=C23)(C2=CC=C(C=C2)O)C2=CC=C(C=C2)O)=O)C=CC=C1 (1-(2-Chloro-benzyl)-3,3-bis-(4-hydroxy-phenyl)-1,3-dihydro-indol-2-one). RXN SMILES: [Cl:1][C:2]1[CH:19]=[CH:18][CH:17]=[CH:16][C:3]=1[CH2:4][N:5]1[C:13]2[C:8](=[CH:9][CH:10]=[CH:11][CH:12]=2)[C:7](=O)[C:6]1=[O:15].C[C:21]1[CH:26]=[CH:25][CH:24]=[C:23](C)[C:22]=1[OH:28]>FC(F)(F)S(O)(=O)=O>[Cl:1][C:2]1[CH:19]=[CH:18][CH:17]=[CH:16][C:3]=1[CH2:4][N:5]1[C:13]2[C:8](=[CH:9][CH:10]=[CH:11][CH:12]=2)[C:7]([C:25]2[CH:26]=[CH:21][C:22]([OH:28])=[CH:23][CH:24]=2)([C:25]2[CH:24]=[CH:23][C:22]([OH:28])=[CH:21][CH:26]=2)[C:6]1=[O:15]. Reported procedure: Using a method similar to Example 12, 1-(2-chloro-benzyl)-1H-indole-2,3-dione (300 mg, 1.1 mmol) and 2,6-dimethylphenol (831 mg, 8.83 mmol) in trifluoromethanesulfonic acid (5 mL) gives a crude brown oil. Purify by flash chromatography (CH2Cl2, 10% EtOAc/CH2Cl2, 25% EtOAc/CH2Cl2) and recrystallize the resulting oil from diethyl ether/CH2Cl2/hexanes to give after drying under house vacuum 145 mg (30%) of the title compound as an off-white powder. MS (ES): m/z=442 (M+1), 440 (M−1); 1H NMR(DMSO-d6)...